This data is from the Open Reaction Database (ORD), a public repository of structured organic reaction records. The task is: describe an organic reaction: reactants, conditions, products, and yield The reactants are O=C([O-])[O-], CCN=C=O, CCOC(C)=O, Cc1cc(Oc2c(Cl)cc(C(F)(F)F)cc2[N+](=O)[O-])n[nH]1, Cl, [K+], [K+]. The product is CCNC(=O)n1nc(Oc2c(Cl)cc(C(F)(F)F)cc2[N+](=O)[O-])cc1C. RXN SMILES: [C:1](=[O:2])([O-:3])[O-:4].[CH2:7]([CH3:8])[N:9]=[C:10]=[O:11].[CH3:34][CH2:35][O:36][C:37](=[O:38])[CH3:39].[Cl:12][c:13]1[c:14]([O:26][c:27]2[n:28][nH:29][c:30]([CH3:32])[cH:31]2)[c:15]([N+:23](=[O:24])[O-:25])[cH:16][c:17]([C:19]([F:20])([F:21])[F:22])[cH:18]1.[ClH:33].[K+:5].[K+:6]>>[CH2:7]([CH3:8])[NH:9][C:10](=[O:11])[n:29]1[n:28][c:27]([O:26][c:14]2[c:13]([Cl:12])[cH:18][c:17]([C:19]([F:20])([F:21])[F:22])[cH:16][c:15]2[N+:23](=[O:24])[O-:25])[cH:31][c:30]1[CH3:32]. Reactants: CS(=O)(=O)OCCC1=CC=C(C=C1)NC1=NC=2C3=C(C(CC2C=N1)C1=CC(=C(C=C1)Cl)Cl)C=CC=C3 (4-(6-(3,4-dichlorophenyl)-5,6-dihydrobenzo[h]quinazolin-2-ylamino)phenethyl methanesulfonate), CS(=O)(=O)OCCC1=CC=CC=C1 (phenethyl methanesulfonate), CNCCCC (N-methylbutylamine). Yields the product C(CCC)N(CCC1=CC=C(C=C1)NC1=NC=2C3=C(C(CC2C=N1)C1=CC(=C(C=C1)Cl)Cl)C=CC=C3)C (N-(4-(2-(butyl(methyl)amino)ethyl)phenyl)-6-(3,4-dichlorophenyl)-5,6-dihydrobenzo[h]quinazolin-2-amine). Reaction SMILES: CS(O[CH2:6][CH2:7][C:8]1[CH:13]=[CH:12][C:11]([NH:14][C:15]2[N:24]=[CH:23][C:22]3[CH2:21][CH:20]([C:25]4[CH:30]=[CH:29][C:28]([Cl:31])=[C:27]([Cl:32])[CH:26]=4)[C:19]4[CH:33]=[CH:34][CH:35]=[CH:36][C:18]=4[C:17]=3[N:16]=2)=[CH:10][CH:9]=1)(=O)=O.CS(OCCC1C=CC=CC=1)(=O)=O.[CH3:50][NH:51][CH2:52][CH2:53][CH2:54][CH3:55]>>[CH2:52]([N:51]([CH3:50])[CH2:6][CH2:7][C:8]1[CH:13]=[CH:12][C:11]([NH:14][C:15]2[N:24]=[CH:23][C:22]3[CH2:21][CH:20]([C:25]4[CH:30]=[CH:29][C:28]([Cl:31])=[C:27]([Cl:32])[CH:26]=4)[C:19]4[CH:33]=[CH:34][CH:35]=[CH:36][C:18]=4[C:17]=3[N:16]=2)=[CH:10][CH:9]=1)[CH2:53][CH2:54][CH3:55]. Procedure: This was synthesized by using 4-(6-(3,4-dichlorophenyl)-5,6-dihydrobenzo[h]quinazolin-2-ylamino)phenethyl methanesulfonate instead of 44643-bromophenyl)-5,6-dihydrobenzo[h]quinazolin-2-ylamino)phenethyl methanesulfonate and N-methylbutylamine in place of piperidine as described in general procedure 2 to afford N-(4-(2-(butyl(methyl)amino)ethyl)phenyl)-6-(3,4-dichlorophenyl)-5,6-dihydrobenzo[h]quinazolin-2-amine 1H NMR 400 MHz (CDCl3) δ 13.14 (s, 1H), 10.31 (br s, 1H), 8.42-8.36 (m, 1H), 8.0 (s, ...